From a dataset of the Open Reaction Database (ORD), a public repository of structured organic reaction records. describe an organic reaction: reactants, conditions, products, and yield Reactants: NC=1C(=NC=CC1)C(=O)NC1=NC=C(C=C1)Cl (3-amino-N-(5-chloropyridin-2-yl)-pyridine-2-carboxamide), C(C)(C)(C)OC(=O)NCCOC1=C(C(=O)O)C=CC(=C1)N1CCOCC1 (2-(2-tert-butoxycarbonylaminoethoxy)-4-(morpholin-4-yl)benzoic acid), FC(C(=O)[O-])(F)F (trifluoroacetate). The solvent is CN(C=O)C (N,N-dimethyl-formamide). Yields the product FC(C(=O)O)(F)F.NCCOC1=C(C(=O)NC=2C(=NC=CC2)C(=O)NC2=NC=C(C=C2)Cl)C=CC(=C1)N1CCOCC1 (3-[2-(2-Aminoethoxy)-4-(morpholin-4-yl)benzoylamino]-N-(5-chloropyridin-2-yl)pyridine-2-carboxamide Trifluoroacetate). Yield: 2.0%. RXN SMILES: [NH2:1][C:2]1[C:3]([C:8]([NH:10][C:11]2[CH:16]=[CH:15][C:14]([Cl:17])=[CH:13][N:12]=2)=[O:9])=[N:4][CH:5]=[CH:6][CH:7]=1.C(OC([NH:25][CH2:26][CH2:27][O:28][C:29]1[CH:37]=[C:36]([N:38]2[CH2:43][CH2:42][O:41][CH2:40][CH2:39]2)[CH:35]=[CH:34][C:30]=1[C:31](O)=[O:32])=O)(C)(C)C.[F:44][C:45]([F:50])([F:49])[C:46]([O-:48])=[O:47]>CN(C)C=O>[F:44][C:45]([F:50])([F:49])[C:46]([OH:48])=[O:47].[NH2:25][CH2:26][CH2:27][O:28][C:29]1[CH:37]=[C:36]([N:38]2[CH2:39][CH2:40][O:41][CH2:42][CH2:43]2)[CH:35]=[CH:34][C:30]=1[C:31]([NH:1][C:2]1[C:3]([C:8]([NH:10][C:11]2[CH:16]=[CH:15][C:14]([Cl:17])=[CH:13][N:12]=2)=[O:9])=[N:4][CH:5]=[CH:6][CH:7]=1)=[O:32] |f:4.5|. Reported procedure: Using methods substantially equivalent to those described in Example 1-I, 3-amino-N-(5-chloropyridin-2-yl)-pyridine-2-carboxamide (321 mg, 1.29 mmol), N,N-dimethyl-formamide (0.2 mL) and 2-(2-tert-butoxycarbonylaminoethoxy)-4-(morpholin-4-yl)benzoic acid (500 mg, 1.36 mmol) yielded, after deprotection of the coupled product using methods substantially equivalent to those described in Example 1-J, 20 mg (2%) of the title compound as a trifluoroacetate salt. Starting materials: C(=C)C1=NC2=CC=CN=C2C=C1 (2-vinyl-1,5-naphthyridine), BrC=1C=2N(C=CC1)C(NN2)=O (8-bromo-[1,2,4]triazolo[4,3-a]pyridin-3(2H)-one), [OH-].[K+] (KOH). Run in CN1CCCC1=O (NMP), C(Cl)Cl (CH2Cl2). Reaction conditions: temperature 160 celsius. Yields the product N1=C(C=CC2=NC=CC=C12)CCN1N=C2N(C=CC=C2Br)C1=O (2-(2-(1,5-naphthyridin-2-yl)ethyl)-8-bromo-[1,2,4]triazolo[4,3-a]pyridin-3(2H)-one). Isolated yield 61.7%. RXN SMILES: [CH:1]([C:3]1[CH:12]=[CH:11][C:10]2[C:5](=[CH:6][CH:7]=[CH:8][N:9]=2)[N:4]=1)=[CH2:2].[Br:13][C:14]1[C:15]2[N:16]([C:20](=[O:23])[NH:21][N:22]=2)[CH:17]=[CH:18][CH:19]=1.[OH-].[K+]>CN1C(=O)CCC1.C(Cl)Cl>[N:4]1[C:5]2[C:10](=[N:9][CH:8]=[CH:7][CH:6]=2)[CH:11]=[CH:12][C:3]=1[CH2:1][CH2:2][N:21]1[C:20](=[O:23])[N:16]2[CH:17]=[CH:18][CH:19]=[C:14]([Br:13])[C:15]2=[N:22]1 |f:2.3|. Procedure details: 2-Vinyl-1,5-naphthyridine (10-2) (109 mg, 0.70 mmol) and triazolopyridinone 1-5 (150 mg, 0.70 mmol) were placed in a microwave vial and dissolved in NMP (1 mL). To the mixture was added catalytic powdered KOH (7.9 mg, 0.14 mmol), and the vial was capped and heated at 160° C. under microwave irradiation for 20 min. After cooling, the mixture was diluted with CH2Cl2 (100 mL) and washed with water (25 mL) and brine (25 mL). The organic layer was dried over MgSO4, filtered, and concentrated in vacuo... Reactants: ClC1=CC2=C(N(C(=N2)C)CC)C=C1Cl (5,6-dichloro-1-ethyl-2-methylbenzoimidazole), BrCCN1C(CCC1=O)=O (N-(2-bromoethyl)succinimide), C1(=CC=CC=C1)OC (anisole). Solvent: C(C)(=O)OCC (ethyl acetate). Reaction conditions: temperature 130 celsius. The product is [Br-].ClC1=CC2=C([N+](=C(N2CCN2C(CCC2=O)=O)C)CC)C=C1Cl (5,6-dichloro-1-ethyl-2-methyl-3-(2-succinimidoethyl)benzoimidazolium bromide). RXN SMILES: [Cl:1][C:2]1[C:13]([Cl:14])=[CH:12][C:5]2[N:6]([CH2:10][CH3:11])[C:7]([CH3:9])=[N:8][C:4]=2[CH:3]=1.[Br:15][CH2:16][CH2:17][N:18]1[C:22](=[O:23])[CH2:21][CH2:20][C:19]1=[O:24].C1(OC)C=CC=CC=1>C(OCC)(=O)C>[Br-:15].[Cl:1][C:2]1[C:13]([Cl:14])=[CH:12][C:5]2[N+:6]([CH2:10][CH3:11])=[C:7]([CH3:9])[N:8]([CH2:16][CH2:17][N:18]3[C:22](=[O:23])[CH2:21][CH2:20][C:19]3=[O:24])[C:4]=2[CH:3]=1 |f:4.5|. Procedure details: 11.5 g of 5,6-dichloro-1-ethyl-2-methylbenzoimidazole and 20.6 g of N-(2-bromoethyl)succinimide were put into a 200-ml three-necked flask equipped with a stirrer and a reflux condenser and heated for 2 hours on an oil bath which has been heated to a temperature of 130° C. 10 ml of anisole was added to the mixture. The admixture was then allowed to stand for cooling. 50 ml of ethyl acetate was added to the admixture. The admixture was then refluxed for 30 minutes. After being allowed to cool to r... Reactants: O=C(O)CCC(O)=NBr, ClC(Cl)(Cl)Cl, Cc1c(F)c(F)c(-c2c(F)c(F)c(F)c(F)c2F)c(F)c1F, CC(C)(C#N)N=NC(C)(C)C#N, O=C1CCC(=O)N1Br. Yields the product Fc1c(F)c(F)c(-c2c(F)c(F)c(CBr)c(F)c2F)c(F)c1F. As a reaction SMILES: [Br:23][N:24]=[C:25]([OH:26])[CH2:27][CH2:28][C:29]([OH:30])=[O:31].[C:52]([Cl:53])([Cl:54])([Cl:55])[Cl:56].[CH3:1][c:2]1[c:3]([F:22])[c:4]([F:21])[c:5](-[c:10]2[c:11]([F:20])[c:12]([F:19])[c:13]([F:18])[c:14]([F:17])[c:15]2[F:16])[c:6]([F:9])[c:7]1[F:8].[N:32]#[C:33][C:34]([N:35]=[N:36][C:37]([C:38]#[N:39])([CH3:40])[CH3:41])([CH3:42])[CH3:43].[O:44]=[C:45]1[N:46]([Br:47])[C:48](=[O:49])[CH2:50][CH2:51]1>>[CH2:1]([c:2]1[c:3]([F:22])[c:4]([F:21])[c:5](-[c:10]2[c:11]([F:20])[c:12]([F:19])[c:13]([F:18])[c:14]([F:17])[c:15]2[F:16])[c:6]([F:9])[c:7]1[F:8])[Br:23]. Reactants: C(CCC)[Li] (n-Butyllithium), BrC1=NC(=CC=C1)C#C (2-bromo-6-ethynylpyridine), CC(=O)C (acetone). Run in O1CCCC1 (tetrahydrofuran). Run at temperature 0 celsius, time 30 minute. Product: BrC1=CC=CC(=N1)C#CC(C)(O)C (4-(6-Bromopyridin-2-yl)-2-methylbut-3-yn-2-ol). Reaction SMILES: C([Li])CCC.[Br:6][C:7]1[CH:12]=[CH:11][CH:10]=[C:9]([C:13]#[CH:14])[N:8]=1.[CH3:15][C:16]([CH3:18])=[O:17]>O1CCCC1>[Br:6][C:7]1[N:8]=[C:9]([C:13]#[C:14][C:16]([CH3:18])([OH:17])[CH3:15])[CH:10]=[CH:11][CH:12]=1. Reported procedure: n-Butyllithium (0.6 mL of 1.6M in hexanes, 0.96 mmol) was added to a cooled (−78° C.) solution of 2-bromo-6-ethynylpyridine (150 mg, 0.82 mmol) in tetrahydrofuran (4.1 mL). A tan slurry formed. The mixture was stirred for 30 minutes while warming to −30° C. at which time acetone (0.3 mL, 4.1 mmol) was added. The slurry dissolved to form a light orange solution. The reaction was stirred for an additional 2 hours while warming to 0° C. The reaction was quenched via the addition of saturated aqueou...